Dataset: the Open Reaction Database (ORD), a public repository of structured organic reaction records. Task: describe an organic reaction: reactants, conditions, products, and yield The reactants are C(=O)(C(F)(F)F)O (TFA), resultant crude mixture, CC1(OC[C@@H](O1)CO\N=C\1/N[C@H](CC=2N=C(N=C(C21)C)N)C2=C(C=C(C=C2)F)Br)C ((R,Z)-2-amino-7-(2-bromo-4-fluorophenyl)-4-methyl-7,8-dihydropyrido[4,3-d]pyrimidin-5(6H)-one O—((R)-2,2-dimethyl-1,3-dioxolan-4-yl)methyl oxime), COC1=NC(=CC=C1)B1OC(C(O1)(C)C)(C)C (2-methoxy-6-(4,4,5,5-tetramethyl-1,3,2-dioxaborolan-2-yl)pyridine), C(=O)([O-])[O-].[Na+].[Na+] (Na2CO3). The reagents and catalysts are C1=CC=C(C=C1)P([C-]2C=CC=C2)C3=CC=CC=C3.C1=CC=C(C=C1)P([C-]2C=CC=C2)C3=CC=CC=C3.Cl[Pd]Cl.[Fe+2] (Pd(dppf)2Cl2). Run in CCOC(=O)C (EtOAc), CC(=O)N(C)C (DMA). Run at temperature 130 celsius. Yields the product CC1(OC[C@@H](O1)CO\N=C\1/N[C@H](CC=2N=C(N=C(C21)C)N)C2=C(C=C(C=C2)F)C2=NC(=CC=C2)OC)C ((R,Z)-2-amino-7-(4-fluoro-2-(6-methoxypyridin-2-yl)phenyl)-4-methyl-7,8-dihydropyrido[4,3-d]pyrimidin-5(6H)-one O—((R)-2,2-dimethyl-1,3-dioxolan-4-yl)methyl oxime), O.C(=O)(C)C#N (H2O AcCN). Isolated yield 442.8%. Reaction SMILES: [CH3:1][C:2]1([CH3:30])[O:6][C@@H:5]([CH2:7][O:8]/[N:9]=[C:10]2\[NH:11][C@@H:12]([C:22]3[CH:27]=[CH:26][C:25]([F:28])=[CH:24][C:23]=3Br)[CH2:13][C:14]3[N:15]=[C:16]([NH2:21])[N:17]=[C:18]([CH3:20])[C:19]\2=3)[CH2:4][O:3]1.[CH3:31][O:32][C:33]1[CH:38]=[CH:37][CH:36]=[C:35](B2[O:43][C:42]([CH3:45])([CH3:44])C(C)(C)O2)[N:34]=1.C([O-])([O-])=[O:49].[Na+].[Na+].C(O)(C(F)(F)F)=O>CCOC(C)=O.C1C=CC(P(C2C=CC=CC=2)[C-]2C=CC=C2)=CC=1.C1C=CC(P(C2C=CC=CC=2)[C-]2C=CC=C2)=CC=1.Cl[Pd]Cl.[Fe+2].CC(N(C)C)=O>[CH3:1][C:2]1([CH3:30])[O:6][C@@H:5]([CH2:7][O:8]/[N:9]=[C:10]2\[NH:11][C@@H:12]([C:22]3[CH:27]=[CH:26][C:25]([F:28])=[CH:24][C:23]=3[C:35]3[CH:36]=[CH:37][CH:38]=[C:33]([O:32][CH3:31])[N:34]=3)[CH2:13][C:14]3[N:15]=[C:16]([NH2:21])[N:17]=[C:18]([CH3:20])[C:19]\2=3)[CH2:4][O:3]1.[OH2:49].[C:42]([C:45]#[N:9])([CH3:44])=[O:43] |f:2.3.4,7.8.9.10,13.14|. Reported procedure: To a vial containing 32A (40 mg, 0.083 mmol), 2-methoxy-6-(4,4,5,5-tetramethyl-1,3,2-dioxaborolan-2-yl)pyridine (58 mg, 0.25 mmol), Na2CO3 (0.5 mL, 1.0 mmol), Pd(dppf)2Cl2 (3.4 mg, 0.004 mmol) and DMA (0.5 mL) was heated to 130° C. for 20 min in the microwave. The resultant crude mixture was diluted with EtOAc, and washed with H2O, brine, dried over Na2SO4, and concentrated in vacuo to yield (R,Z)-2-amino-7-(4-fluoro-2-(6-methoxypyridin-2-yl)phenyl)-4-methyl-7,8-dihydropyrido[4,3-d]pyrimidin-5(6... Reactants: CN(C)C1(c2ccccc2)CCC(=CC(=O)NCCCc2ccccc2)CC1, CCC(C)=O, C[Si](C)(C)Cl. Yields the product CN(C)C1(c2ccccc2)CCC(=CC(=O)NCCCc2ccccc2)CC1, Cl. As a reaction SMILES: [CH3:1][N:2]([C:3]1([c:22]2[cH:23][cH:24][cH:25][cH:26][cH:27]2)[CH2:4][CH2:5][C:6](=[CH:9][C:10](=[O:11])[NH:12][CH2:13][CH2:14][CH2:15][c:16]2[cH:17][cH:18][cH:19][cH:20][cH:21]2)[CH2:7][CH2:8]1)[CH3:28].[CH3:34][C:35]([CH2:36][CH3:37])=[O:38].[Cl:29][Si:30]([CH3:31])([CH3:32])[CH3:33]>>[CH3:1][N:2]([C:3]1([c:22]2[cH:23][cH:24][cH:25][cH:26][cH:27]2)[CH2:4][CH2:5][C:6](=[CH:9][C:10](=[O:11])[NH:12][CH2:13][CH2:14][CH2:15][c:16]2[cH:17][cH:18][cH:19][cH:20][cH:21]2)[CH2:7][CH2:8]1)[CH3:28].[ClH:29]. Reactants: [N+](=O)([O-])C=1C=NC=C(C1N)[N+](=O)[O-] (3,5-Dinitro-pyridin-4-ylamine). Solvent: CCO (EtOH). Reaction conditions: time 18 hour. Yields the product N1=CC(=C(C(=C1)N)N)N (Pyridine-3,4,5-triamine). Reaction SMILES: [N+:1]([C:4]1[CH:5]=[N:6][CH:7]=[C:8]([N+:11]([O-])=O)[C:9]=1[NH2:10])([O-])=O>CCO>[N:6]1[CH:7]=[C:8]([NH2:11])[C:9]([NH2:10])=[C:4]([NH2:1])[CH:5]=1. Procedure: 3,5-Dinitro-pyridin-4-ylamine 2 (5.00 g, 27 mmol) was suspended in EtOH (80 ml). The flask was evacuated and then purged with a nitrogen atmosphere. To this flask, Pt/C (500 mg of 10%) was added. The flask was re-evacuated, and then placed under a hydrogen atmosphere (40 psi) on a Parr hydrogenator. It was allowed to shake for 18 hours, and was judged complete by TLC. The platinum catalyst was removed by CELITE filtration, and the solvent was removed by evaporation under a reduced atmosphere to ... Starting materials: C(C1=CC=CC=C1)N1C[C@@H]([C@H](C1)N1C(CCCC1)=O)NC(OC(C)(C)C)=O (tert-butyl (3S,4S)-1-Benzyl-4-(2-oxopiperidin-1-yl)pyrrolidin-3-ylcarbamate), C(=O)[O-].[NH4+] (ammonium formate). Solvent: CO (MeOH). Reagents/catalysts: [Pd] (Pd/C). Yields the product O=C1N(CCCC1)[C@@H]1[C@H](CNC1)NC(OC(C)(C)C)=O (tert-butyl (3S,4S)-4-(2-Oxopiperidin-1-yl)pyrrolidin-3-ylcarbamate). Reported procedure: To a solution of the product of Step 8 (2 g, 0.06 mmol) in MeOH was added excess ammonium formate and 10% Pd/C. The reaction mixture was heated under reflux overnight. After filtering, the solution was evaporated and residue was purified on silica gel (10% MeOH/chloroform) to obtain the title product (800 mg). 1H NMR (300 MHz, CDCl3) δ 5.25 (1H,s), 4.7 (1H, m), 3.45 (1H, m), 3.25 (1H, m), 3.04 (m) 2.9 (1H, m), 2.5 (6H, m), 1.80 (4H, m), 1.45 (9H, s). MS m/z 284 (MH+). As a reaction SMILES: C([N:8]1[CH2:12][C@H:11]([N:13]2[CH2:18][CH2:17][CH2:16][CH2:15][C:14]2=[O:19])[C@@H:10]([NH:20][C:21](=[O:27])[O:22][C:23]([CH3:26])([CH3:25])[CH3:24])[CH2:9]1)C1C=CC=CC=1.C([O-])=O.[NH4+]>CO.[Pd]>[O:19]=[C:14]1[CH2:15][CH2:16][CH2:17][CH2:18][N:13]1[C@H:11]1[CH2:12][NH:8][CH2:9][C@@H:10]1[NH:20][C:21](=[O:27])[O:22][C:23]([CH3:25])([CH3:24])[CH3:26] |f:1.2|. Isolated yield 4705.3%. Reactants: Cl.BrC=1C=C(C=CC1)N(C([C@@H](N)CC1=CC=CC=C1)=O)CC=1N=CSC1 (N-(3-Bromophenyl)-N-(1,3-thiazol-4-ylmethyl)-L-phenylalaninamide HCl), FC1=CC=C(C=C1)B(O)O (4-fluorophenylboronic acid). Reagents/catalysts: C1=CC=C(C=C1)P([C-]2C=CC=C2)C3=CC=CC=C3.C1=CC=C(C=C1)P([C-]2C=CC=C2)C3=CC=CC=C3.Cl[Pd]Cl.[Fe+2] (Pd(dppf)Cl2). Solvent: C(=O)([O-])[O-].[Na+].[Na+] (Na2CO3), C1CCOC1 (THF). Reaction conditions: temperature 135 celsius. Product: FC1=CC=C(C=C1)C1=CC(=CC=C1)N(C([C@@H](N)CC1=CC=CC=C1)=O)CC=1N=CSC1 (N-(4′-fluoro-1,1′-biphenyl-3-yl)-N-(1,3-thiazol-4-ylmethyl)-L-phenylalaninamide). Isolated yield 9.5%. Reaction SMILES: Cl.Br[C:3]1[CH:4]=[C:5]([N:9]([CH2:21][C:22]2[N:23]=[CH:24][S:25][CH:26]=2)[C:10](=[O:20])[C@H:11]([CH2:13][C:14]2[CH:19]=[CH:18][CH:17]=[CH:16][CH:15]=2)[NH2:12])[CH:6]=[CH:7][CH:8]=1.[F:27][C:28]1[CH:33]=[CH:32][C:31](B(O)O)=[CH:30][CH:29]=1>C1COCC1.C([O-])([O-])=O.[Na+].[Na+].C1C=CC(P(C2C=CC=CC=2)[C-]2C=CC=C2)=CC=1.C1C=CC(P(C2C=CC=CC=2)[C-]2C=CC=C2)=CC=1.Cl[Pd]Cl.[Fe+2]>[F:27][C:28]1[CH:33]=[CH:32][C:31]([C:3]2[CH:8]=[CH:7][CH:6]=[C:5]([N:9]([CH2:21][C:22]3[N:23]=[CH:24][S:25][CH:26]=3)[C:10](=[O:20])[C@H:11]([CH2:13][C:14]3[CH:19]=[CH:18][CH:17]=[CH:16][CH:15]=3)[NH2:12])[CH:4]=2)=[CH:30][CH:29]=1 |f:0.1,4.5.6,7.8.9.10|. Procedure details: Bromide 44.A (200 mg, 0.44 mmol), 4-fluorophenylboronic acid (68 mg, 0.49 mmol), and Pd(dppf)Cl2 were mixed in THF and Na2CO3 (2 M). The resulting mixture was heated in a sealed tube in a microwave at 135° C. for 10 minutes. The organic layer was concentrated and the residue was partially purified on a silica gel column (12 g, 0-10% MeOH:DCM). The fractions containing desired product were combined, concentrated, and purified again on a prepHPLC (C18, ACN:H2O:0.1% TFA, gradient). The desired frac... The reactants are CCOC(=O)CBr, CS(C)=O, Cc1ccccc1, CC1CCCN1CCCOc1ccc(C(=O)Cc2ccccn2)cc1, [H-], [Na+]. Yields the product CCOC(=O)CC(C(=O)c1ccc(OCCCN2CCCC2C)cc1)c1ccccn1. Reaction SMILES: [Br:28][CH2:29][C:30](=[O:31])[O:32][CH2:33][CH3:34].[CH3:35][S:36]([CH3:37])=[O:38].[CH3:39][c:40]1[cH:41][cH:42][cH:43][cH:44][cH:45]1.[CH3:3][CH:4]1[N:5]([CH2:9][CH2:10][CH2:11][O:12][c:13]2[cH:14][cH:15][c:16]([C:19]([CH2:20][c:21]3[n:22][cH:23][cH:24][cH:25][cH:26]3)=[O:27])[cH:17][cH:18]2)[CH2:6][CH2:7][CH2:8]1.[H-:1].[Na+:2]>>[CH3:3][CH:4]1[N:5]([CH2:9][CH2:10][CH2:11][O:12][c:13]2[cH:14][cH:15][c:16]([C:19]([CH:20]([c:21]3[n:22][cH:23][cH:24][cH:25][cH:26]3)[CH2:29][C:30](=[O:31])[O:32][CH2:33][CH3:34])=[O:27])[cH:17][cH:18]2)[CH2:6][CH2:7][CH2:8]1. Reactants: CSc1cc2c(cc1SC)C(=NNC(=N)N)CC2, N=C(N)NN=C1CCc2cc3c(cc21)OCO3, Cl, Cl. Yields the product COc1cc2c(cc1OC)C(=NNC(=N)N)CC2, Cl. RXN SMILES: [C:19]([NH:20][N:21]=[C:22]1[c:23]2[c:24]([cH:25][c:26]([S:27][CH3:28])[c:29]([S:30][CH3:31])[cH:32]2)[CH2:33][CH2:34]1)(=[NH:35])[NH2:36].[C:1]([NH2:2])(=[NH:3])[NH:4][N:5]=[C:6]1[CH2:7][CH2:8][c:9]2[cH:10][c:11]3[c:12]([cH:13][c:14]21)[O:15][CH2:16][O:17]3.[ClH:18].[ClH:37]>>[C:1]([NH2:2])(=[NH:3])[NH:4][N:5]=[C:6]1[CH2:7][CH2:8][c:9]2[cH:10][c:11]([O:17][CH3:16])[c:12]([O:15][CH3:19])[cH:13][c:14]21.[ClH:18]. Reactants: CC(=O)OO, CC(C)(C)CC(C)(C)c1ccc(O)cc1, CC(C)=O. Yields the product CC(C)(C)CC(C)(C)c1ccc(O)c(O)c1. Reaction SMILES: [C:16]([O:17][OH:19])(=[O:18])[CH3:20].[C:1]([CH3:2])([CH3:3])([CH2:4][C:5]([CH3:6])([CH3:7])[CH3:8])[c:9]1[cH:10][cH:11][c:12]([OH:15])[cH:13][cH:14]1.[CH3:21][C:22](=[O:23])[CH3:24]>>[C:1]([CH3:2])([CH3:3])([CH2:4][C:5]([CH3:6])([CH3:7])[CH3:8])[c:9]1[cH:10][cH:11][c:12]([OH:15])[c:13]([OH:18])[cH:14]1. Starting materials: CC1(OCC(O1)COC1=CC=2N(C=C1)C(=CN2)C(=O)OCC)C (Ethyl 7-((2,2-dimethyl-1,3-dioxolan-4-yl)methoxy)imidazo[1,2-a]pyridine-3-carboxylate), O.[OH-].[Li+] (lithium hydroxide monohydrate), O (Water), O1CCCC1.C(C)O.O (tetrahydrofuran ethanol water). Solvent: ClCCl (dichloromethane). Run at time 8 hour. Yields the product CC1(OCC(O1)COC1=CC=2N(C=C1)C(=CN2)C(=O)O)C (7-((2,2-dimethyl-1,3-dioxolan-4-yl)methoxy)imidazo[1,2-a]pyridine-3-carboxylic acid). The yield is 79.0%. As a reaction SMILES: [CH3:1][C:2]1([CH3:23])[O:6][CH:5]([CH2:7][O:8][C:9]2[CH:14]=[CH:13][N:12]3[C:15]([C:18]([O:20]CC)=[O:19])=[CH:16][N:17]=[C:11]3[CH:10]=2)[CH2:4][O:3]1.O.[OH-].[Li+].O1CCCC1.C(O)C.O.O>ClCCl>[CH3:1][C:2]1([CH3:23])[O:6][CH:5]([CH2:7][O:8][C:9]2[CH:14]=[CH:13][N:12]3[C:15]([C:18]([OH:20])=[O:19])=[CH:16][N:17]=[C:11]3[CH:10]=2)[CH2:4][O:3]1 |f:1.2.3,4.5.6|. Procedure details: Ethyl 7-((2,2-dimethyl-1,3-dioxolan-4-yl)methoxy)imidazo[1,2-a]pyridine-3-carboxylate (1.8 g, 5.63 mmol) and lithium hydroxide monohydrate (0.284 g, 6.75 mmol) were combined in a flask containing tetrahydrofuran/ethanol/water (1:2:1, 56 mL). After stirring overnight at ambient temperature, the solvent was removed under vacuum to give a yellow gum. Water (20 mL) and dichloromethane were added. The aqueous layer was separated and cooled in an ice-water bath before adjusting to pH 4 with 20% citric...